This data is from the Open Reaction Database (ORD), a public repository of structured organic reaction records. The task is: describe an organic reaction: reactants, conditions, products, and yield The reactants are Cc2ccc(c1cncn1C)cc2 (effective_coupling_partner), CN(C)C(=O)Oc1ccccc1 (substrate). The reagents and catalysts are dcype. Reaction conditions: temperature 110 celsius, time 36 hour. Product: Cc3ccc(c2cnc(c1ccccc1)n2C)cc3. Reactants: CC(C)(C)OC(=O)N1CCc2sc(C(=O)O)cc2C1, N, C1COCCO1, C1CCOC1. The product is CC(C)(C)OC(=O)N1CCc2sc(C(N)=O)cc2C1. As a reaction SMILES: [C:1]([CH3:2])([CH3:3])([CH3:4])[O:5][C:6](=[O:7])[N:8]1[CH2:9][c:10]2[c:11]([s:14][c:15]([C:17](=[O:18])[OH:19])[cH:16]2)[CH2:12][CH2:13]1.[NH3:26].[O:20]1[CH2:21][CH2:22][O:23][CH2:24][CH2:25]1.[O:27]1[CH2:28][CH2:29][CH2:30][CH2:31]1>>[C:1]([CH3:2])([CH3:3])([CH3:4])[O:5][C:6](=[O:7])[N:8]1[CH2:9][c:10]2[c:11]([s:14][c:15]([C:17](=[O:19])[NH2:26])[cH:16]2)[CH2:12][CH2:13]1. Reactants: [Si](C)(C)(C(C)(C)C)O[C@@H]1C([C@@H]2CCC=3C4=CC[C@H]([C@@H](CCC(=O)O)C)[C@]4(CCC3[C@]2(CC1)C)C)(C)C (3β-tert-Butyldimethylsilyloxy-4,4-dimethyl-5α-chola-8,14-dien-24 oic acid), N (ammonia), C(C)O.Cl (ethanol HCl). Product: O[C@@H]1C([C@@H]2CCC=3C4=CC[C@H]([C@@H](CCC(=O)N)C)[C@]4(CCC3[C@]2(CC1)C)C)(C)C (3β-Hydroxy-4,4-dimethyl-5α-chola-8,14-dien-24-oic Acid Amide). As a reaction SMILES: [Si]([O:8][C@H:9]1[CH2:32][CH2:31][C@@:30]2([CH3:33])[C@@H:11]([CH2:12][CH2:13][C:14]3[C:15]4[C@:26]([CH3:34])([CH2:27][CH2:28][C:29]=32)[C@@H:18]([C@H:19]([CH3:25])[CH2:20][CH2:21][C:22](O)=[O:23])[CH2:17][CH:16]=4)[C:10]1([CH3:36])[CH3:35])(C(C)(C)C)(C)C.[NH3:37].C(O)C.Cl>>[OH:8][C@H:9]1[CH2:32][CH2:31][C@@:30]2([CH3:33])[C@@H:11]([CH2:12][CH2:13][C:14]3[C:15]4[C@:26]([CH3:34])([CH2:27][CH2:28][C:29]=32)[C@@H:18]([C@H:19]([CH3:25])[CH2:20][CH2:21][C:22]([NH2:37])=[O:23])[CH2:17][CH:16]=4)[C:10]1([CH3:36])[CH3:35] |f:2.3|. Procedure: 3β-tert-Butyldimethylsilyloxy-4,4-dimethyl-5α-chola-8,14-dien-24 oic acid (1.0 g) is reacted with ammonia and hydrolysed with ethanol/HCl following the procedure outlined in example to give the title compound (147 mg). Melting point: 233-235° C. 1H-NMR (CDCl3, 400 MHz)): δ=5.36 (1H, s); 5.45-5.2 (2H, broad d); 3.25 (1H, m). MS: Calculated: 399.6. Found 399.3.